Task: describe an organic reaction: reactants, conditions, products, and yield. Dataset: the Open Reaction Database (ORD), a public repository of structured organic reaction records Reactants: C(C)OC(CC(C1=CC(=C(C=C1)OC)OC)=O)=O (ethyl-3,4-dimethoxybenzoylacetate), O.NN (hydrazine hydrate). Run in C(C)O (ethanol). Run at time 30 minute. Yields the product COC=1C=C(C=CC1OC)C1=NNC(C1)=O (3-(3,4-dimethoxyphenyl)-4,5-dihydro-1H-pyrazol-5-one). The yield is 59.1%. As a reaction SMILES: C([O:3][C:4](=O)[CH2:5][C:6](=O)[C:7]1[CH:12]=[CH:11][C:10]([O:13][CH3:14])=[C:9]([O:15][CH3:16])[CH:8]=1)C.O.[NH2:20][NH2:21]>C(O)C>[CH3:16][O:15][C:9]1[CH:8]=[C:7]([C:6]2[CH2:5][C:4](=[O:3])[NH:21][N:20]=2)[CH:12]=[CH:11][C:10]=1[O:13][CH3:14] |f:1.2|. Reported procedure: To a solution of ethyl-3,4-dimethoxybenzoylacetate (1 g, 4 mmol), (Heterocycles 1979, 13, 239), in ethanol (5 ml) containing hydrazine hydrate (192 μl, 4 mmol) was stirred for 30 minutes at ambient temperature followed by 40 minutes being heated at reflux. After cooling at ambient temperature, the mixture was concentrated to half the volume and ether (10 ml) was added. After trituration, the solid was collected by filtration, washed with ether and dried under vacuum to give 3-(3,4-dimethoxypheny... Yields the product CC(C)OC1=C(C=CC=C1)N1CCN(CC1)CC=1C=C(C#N)C=CC1 (3-[[1-[2-(1-methylethoxy)phenyl]-4-piperazinyl]methyl]benzonitrile). Run in C(C)#N (acetonitrile), C(C)#N (acetonitrile). Reactants: C(#N)C=1C=C(CBr)C=CC1 (3-cyanobenzyl bromide), Cl.CC(C)OC1=C(C=CC=C1)N1CCNCC1 (N-[2-(methylethoxy)phenyl]piperazine hydrochloride), C(=O)([O-])[O-].[K+].[K+] (K2CO3). RXN SMILES: [C:1]([C:3]1[CH:4]=[C:5]([CH:8]=[CH:9][CH:10]=1)[CH2:6]Br)#[N:2].Cl.[CH3:12][CH:13]([O:15][C:16]1[CH:21]=[CH:20][CH:19]=[CH:18][C:17]=1[N:22]1[CH2:27][CH2:26][NH:25][CH2:24][CH2:23]1)[CH3:14].C([O-])([O-])=O.[K+].[K+]>C(#N)C>[CH3:14][CH:13]([O:15][C:16]1[CH:21]=[CH:20][CH:19]=[CH:18][C:17]=1[N:22]1[CH2:23][CH2:24][N:25]([CH2:6][C:5]2[CH:4]=[C:3]([CH:10]=[CH:9][CH:8]=2)[C:1]#[N:2])[CH2:26][CH2:27]1)[CH3:12] |f:1.2,3.4.5|. Reported procedure: A solution of 3-cyanobenzyl bromide (10.0 g, 0.051 mol), commercially available from Aldrich Chemical, and acetonitrile (250 mL) was added to a mixture of N-[2-(methylethoxy)phenyl]piperazine hydrochloride (13.10 g, 0.051 mol, prepared according to Martin, G. E., et al, J. Med. Chem., 1989, 32, 1052), K2CO3 (21.15 g, 0.153 mol) and acetonitrile (250 mL) and the resulting mixture was stirred at reflux under nitrogen for 6.75 hours. The reaction was cooled, concentrated to dryness, and the residue... Starting materials: CC(=O)OC(C)=O, CC(=O)O, Cl, Cc1ccc(O)c2c1CCC2N, O=[N+]([O-])O. Yields the product Cl, Cc1cc([N+](=O)[O-])c(O)c2c1CCC2N. As a reaction SMILES: [CH3:14][C:15]([O:16][C:17](=[O:18])[CH3:19])=[O:20].[CH3:25][C:26](=[O:27])[OH:28].[ClH:1].[NH2:2][CH:3]1[CH2:4][CH2:5][c:6]2[c:7]([CH3:13])[cH:8][cH:9][c:10]([OH:12])[c:11]21.[OH:21][N+:22]([O-:23])=[O:24]>>[ClH:1].[NH2:2][CH:3]1[CH2:4][CH2:5][c:6]2[c:7]([CH3:13])[cH:8][c:9]([N+:22](=[O:21])[O-:23])[c:10]([OH:12])[c:11]21. Reaction SMILES: [C:1]([CH3:2])([CH3:3])([CH3:4])[c:5]1[cH:6][c:7]([NH:17][C:18]([OH:19])=[O:20])[n:8](-[c:10]2[cH:11][cH:12][c:13]([CH3:16])[cH:14][cH:15]2)[n:9]1.[C:21]([CH3:22])([CH3:23])([CH3:24])[O:25][C:26](=[O:27])[N:28]1[CH2:29][CH2:30][CH:31]([NH:34][c:35]2[n:36][cH:37][c:38]([NH2:41])[cH:39][cH:40]2)[CH2:32][CH2:33]1.[C:42](=[O:43])([O-:44])[O-:45].[CH3:48][C:49]#[N:50].[K+:46].[K+:47]>>[C:1]([CH3:2])([CH3:3])([CH3:4])[c:5]1[cH:6][c:7]([NH:17][C:18](=[O:20])[NH:41][c:38]2[cH:37][n:36][c:35]([NH:34][CH:31]3[CH2:30][CH2:29][N:28]([C:26]([O:25][C:21]([CH3:22])([CH3:23])[CH3:24])=[O:27])[CH2:33][CH2:32]3)[cH:40][cH:39]2)[n:8](-[c:10]2[cH:11][cH:12][c:13]([CH3:16])[cH:14][cH:15]2)[n:9]1. Starting materials: Cc1ccc(-n2nc(C(C)(C)C)cc2NC(=O)O)cc1, CC(C)(C)OC(=O)N1CCC(Nc2ccc(N)cn2)CC1, O=C([O-])[O-], CC#N, [K+], [K+]. The product is Cc1ccc(-n2nc(C(C)(C)C)cc2NC(=O)Nc2ccc(NC3CCN(C(=O)OC(C)(C)C)CC3)nc2)cc1. Starting materials: C(#N)C=1C=C2C(=CNC2=CC1)C=1CCN(CC1)C (5-cyano-3-(1-methyl-1,2,3,6-tetrahydropyridin-4-yl)-1H-indole), SCCN (2-mercaptoethylamine), C(C)O (ethanol). The product is S1C=NCC1C=1C=C2C(=CNC2=CC1)C=1CCN(CC1)C (5-(4,5-dihydrothiazol-5-yl)-3-(1-methyl-1,2,3,6-tetrahydropyridin-4-yl)-1H-indole). Isolated yield 51.0%. RXN SMILES: C([C:3]1[CH:4]=[C:5]2[C:9](=[CH:10][CH:11]=1)[NH:8][CH:7]=[C:6]2[C:12]1[CH2:13][CH2:14][N:15]([CH3:18])[CH2:16][CH:17]=1)#N.[SH:19][CH2:20][CH2:21][NH2:22].[CH2:23](O)C>>[S:19]1[CH:20]([C:3]2[CH:4]=[C:5]3[C:9](=[CH:10][CH:11]=2)[NH:8][CH:7]=[C:6]3[C:12]2[CH2:13][CH2:14][N:15]([CH3:18])[CH2:16][CH:17]=2)[CH2:21][N:22]=[CH:23]1. Procedure details: A mixture of 1.0 gm (4.2 mMol) 5-cyano-3-(1-methyl-1,2,3,6-tetrahydropyridin-4-yl)-1H-indole and 0.90 gm (11.7 mMol) 2-mercaptoethylamine in 20 mL ethanol was heated to reflux for 18 hours. The reaction mixture was cooled to room temperature and a colorless crystalline solid formed. The solid was isolated by filtration, washed with ethanol and dried under reduced pressure to provide 0.64 gm (51%) of the title compound. Reactants: COC(COC1=C2C(=C(C(NC2=C(C=C1)F)=O)CC1=CC=C(C=C1)S(=O)(=O)CC)C)=O ([3-(4-ethanesulfonylbenzyl)-8-fluoro-4-methyl-2-oxo-1,2-dihydroquinolin-5-yloxy]acetic acid methyl ester), CN(C=O)C (N,N-dimethylformamide), C([O-])([O-])=O.[K+].[K+] (potassium carbonate), ClC(F)(F)OC(C)=O (acetic acid chlorodifluoromethyl ester). The solvent is [Cl-].[NH4+] (ammonium chloride). Run at temperature 70 celsius, time 3 day. The product is COC(COC1=C2C(=C(C(=NC2=C(C=C1)F)OC(F)F)CC1=CC=C(C=C1)S(=O)(=O)CC)C)=O ([2-difluoromethoxy-3-(4-ethanesulfonylbenzyl)-8-fluoro-4-methylquinolin-5-yloxy]acetic Acid Methyl Ester). Reaction SMILES: [CH3:1][O:2][C:3](=[O:31])[CH2:4][O:5][C:6]1[CH:15]=[CH:14][C:13]([F:16])=[C:12]2[C:7]=1[C:8]([CH3:30])=[C:9]([CH2:18][C:19]1[CH:24]=[CH:23][C:22]([S:25]([CH2:28][CH3:29])(=[O:27])=[O:26])=[CH:21][CH:20]=1)[C:10](=[O:17])[NH:11]2.CN(C)C=O.C(=O)([O-])[O-].[K+].[K+].Cl[C:44](OC(=O)C)([F:46])[F:45]>[Cl-].[NH4+]>[CH3:1][O:2][C:3](=[O:31])[CH2:4][O:5][C:6]1[CH:15]=[CH:14][C:13]([F:16])=[C:12]2[C:7]=1[C:8]([CH3:30])=[C:9]([CH2:18][C:19]1[CH:24]=[CH:23][C:22]([S:25]([CH2:28][CH3:29])(=[O:27])=[O:26])=[CH:21][CH:20]=1)[C:10]([O:17][CH:44]([F:46])[F:45])=[N:11]2 |f:2.3.4,6.7|. Procedure: A mixture of [3-(4-ethanesulfonylbenzyl)-8-fluoro-4-methyl-2-oxo-1,2-dihydroquinolin-5-yloxy]acetic acid methyl ester (0.33 g), N,N-dimethylformamide (5.0 mL), potassium carbonate (0.16 g) and acetic acid chlorodifluoromethyl ester (1.2 mL) was stirred at 70° C. for 3 days. The mixture was diluted with saturated aqueous ammonium chloride solution, extracted with ethyl acetate and the combined extracts washed with saturated aqueous sodium chloride solution and then dried over magnesium sulfate. T...